The task is: describe an organic reaction: reactants, conditions, products, and yield. This data is from the Open Reaction Database (ORD), a public repository of structured organic reaction records. Reactants: NC1=C(C=CC=C1)C(C)=O (o-aminoacetophenone), C1(=CC=CC=C1)CC(=O)O (phenylacetic acid), C1(CCCCC1)N=C=NC1CCCCC1 (dicyclohexylcarbodiimide). The solvent is C(Cl)Cl (methylene dichloride). Run at time 4 hour. The product is C(C)(=O)C1=C(NC(CC2=CC=CC=C2)=O)C=CC=C1 (o-acetyl-N-(phenylacetyl)aniline). RXN SMILES: [NH2:1][C:2]1[CH:7]=[CH:6][CH:5]=[CH:4][C:3]=1[C:8](=[O:10])[CH3:9].[C:11]1([CH2:17][C:18](O)=[O:19])[CH:16]=[CH:15][CH:14]=[CH:13][CH:12]=1.C1(N=C=NC2CCCCC2)CCCCC1>C(Cl)Cl>[C:8]([C:3]1[CH:4]=[CH:5][CH:6]=[CH:7][C:2]=1[NH:1][C:18](=[O:19])[CH2:17][C:11]1[CH:16]=[CH:15][CH:14]=[CH:13][CH:12]=1)(=[O:10])[CH3:9]. Procedure: A mixture of o-aminoacetophenone (25 g.) and phenylacetic acid (25 g.) in anhydrous methylene dichloride (200 ml.) was prepared. To that mixture was added dicyclohexylcarbodiimide (40 g.) in portions of approx. 10 g. every 5 min. at ambient temperature. When the addition was completed the mixture was stirred for 4 hr. at ambient temperature. The mixture was then filtered, and the filtrate was evaporated in vacuo to dryness. The residue was crystallised from cyclohexane to give o-acetyl-N-(phenyl... Reported procedure: 5,6,7,8-Tetrahydronaphthalen-1-ylamine (1.4 ml, 15 mmol) is brought to the reflux point of 1-butanol (50 ml) in the presence of bis(2-chloroethyl)amine hydrochloride (2.68 g, 15 mmol) and sodium carbonate (800 mg, 7.5 mmol). After 48 h, the reaction mixture is concentrated and impregnated onto silica and then purified by flash chromatography with a mixture (95/5/1) and then (90/9/1) of dichloromethane/methanol/aqueous ammonia. Starting materials: C1(=CC=CC=2CCCCC12)N (5,6,7,8-Tetrahydronaphthalen-1-ylamine), Cl.ClCCNCCCl (bis(2-chloroethyl)amine hydrochloride), C([O-])([O-])=O.[Na+].[Na+] (sodium carbonate). Solvent: C(CCC)O (1-butanol). Reaction SMILES: [C:1]1([NH2:11])[C:10]2[CH2:9][CH2:8][CH2:7][CH2:6][C:5]=2[CH:4]=[CH:3][CH:2]=1.Cl.Cl[CH2:14][CH2:15][NH:16][CH2:17][CH2:18]Cl.C(=O)([O-])[O-].[Na+].[Na+]>C(O)CCC>[C:1]1([N:11]2[CH2:18][CH2:17][NH:16][CH2:15][CH2:14]2)[C:10]2[CH2:9][CH2:8][CH2:7][CH2:6][C:5]=2[CH:4]=[CH:3][CH:2]=1 |f:1.2,3.4.5|. Run at time 48 hour. Product: C1(=CC=CC=2CCCCC12)N1CCNCC1 (1-(5,6,7,8-tetrahydronaphthalen-1-yl)piperazine). Reactants: O=C([O-])[O-], CC(C)(C)OC(=O)N1CCNCC1, Cc1ccccc1, [Cs+], [Cs+], COC(=O)Cc1ccc(OS(=O)(=O)C(F)(F)F)cc1, CC(=O)[O-], CC(=O)[O-], [Pd+2]. Product: COC(=O)Cc1ccc(N2CCN(C(=O)OC(C)(C)C)CC2)cc1. As a reaction SMILES: [C:1](=[O:2])([O-:3])[O-:4].[C:26]([CH3:27])([CH3:28])([CH3:29])[O:30][C:31](=[O:32])[N:33]1[CH2:34][CH2:35][NH:36][CH2:37][CH2:38]1.[CH3:39][c:40]1[cH:41][cH:42][cH:43][cH:44][cH:45]1.[Cs+:5].[Cs+:6].[F:7][C:8]([F:9])([F:10])[S:11]([O:12][c:13]1[cH:14][cH:15][c:16]([CH2:19][C:20](=[O:21])[O:22][CH3:23])[cH:17][cH:18]1)(=[O:24])=[O:25].[O-:47][C:48]([CH3:49])=[O:50].[O-:51][C:52]([CH3:53])=[O:54].[Pd+2:46]>>[c:13]1([N:36]2[CH2:35][CH2:34][N:33]([C:31]([O:30][C:26]([CH3:27])([CH3:28])[CH3:29])=[O:32])[CH2:38][CH2:37]2)[cH:14][cH:15][c:16]([CH2:19][C:20](=[O:21])[O:22][CH3:23])[cH:17][cH:18]1. Starting materials: CN(C)C=O, CC(C)Oc1cc(-n2ncc(=O)[nH]c2=O)c(Cl)cc1Cl, [H-], CI, [Na+], O. Product: CC(C)Oc1cc(-n2ncc(=O)n(C)c2=O)c(Cl)cc1Cl. Reaction SMILES: [CH3:26][N:27]([CH3:28])[CH:29]=[O:30].[Cl:3][c:4]1[c:5](-[n:15]2[n:16][cH:17][c:18](=[O:22])[nH:19][c:20]2=[O:21])[cH:6][c:7]([O:11][CH:12]([CH3:13])[CH3:14])[c:8]([Cl:10])[cH:9]1.[H-:1].[I:23][CH3:24].[Na+:2].[OH2:25]>>[Cl:3][c:4]1[c:5](-[n:15]2[n:16][cH:17][c:18](=[O:22])[n:19]([CH3:24])[c:20]2=[O:21])[cH:6][c:7]([O:11][CH:12]([CH3:13])[CH3:14])[c:8]([Cl:10])[cH:9]1. Reactants: CO, COc1c(Cl)ccnc1C. Yields the product COc1ccnc(C)c1OC. RXN SMILES: [CH3:11][OH:12].[Cl:1][c:2]1[c:3]([O:9][CH3:10])[c:4]([CH3:8])[n:5][cH:6][cH:7]1>>[c:2]1([O:12][CH3:11])[c:3]([O:9][CH3:10])[c:4]([CH3:8])[n:5][cH:6][cH:7]1. The reactants are B1C2CCCC1CCC2 (9-BBN), solution, NC1=NC(=NC(=C1C#N)C1=C(C=C(C=C1)Cl)Cl)C1=CC=CC=C1 (4-amino-6-(2,4-dichloro-phenyl)-2-phenyl-pyrimidine-5-carbonitrile), Potassium tert-butylate, CI (Methyl iodide), C(O)CN (ethanolamine). The solvent is CCCCCC (hexane), C1CCOC1 (THF). Conditions: time 2.5 hour. The product is ClC1=C(C=CC(=C1)Cl)C1=C(C(=NC(=N1)C1=CC=CC=C1)N)CNC (6-(2,4-Dichloro-phenyl)-5-methylaminomethyl-2-phenyl-pyrimidin-4-ylamine). Reaction SMILES: B1C2CCC[CH:2]1CCC2.[NH2:10][C:11]1[C:16]([C:17]#[N:18])=[C:15]([C:19]2[CH:24]=[CH:23][C:22]([Cl:25])=[CH:21][C:20]=2[Cl:26])[N:14]=[C:13]([C:27]2[CH:32]=[CH:31][CH:30]=[CH:29][CH:28]=2)[N:12]=1.CI.C(CN)O>CCCCCC.C1COCC1>[Cl:26][C:20]1[CH:21]=[C:22]([Cl:25])[CH:23]=[CH:24][C:19]=1[C:15]1[N:14]=[C:13]([C:27]2[CH:28]=[CH:29][CH:30]=[CH:31][CH:32]=2)[N:12]=[C:11]([NH2:10])[C:16]=1[CH2:17][NH:18][CH3:2]. Procedure details: Under an atmosphere of argon, 9-BBN (0.348 ml of a 0.5molar solution in hexane, 0.174 mmol) was added to a solution of 4-amino-6-(2,4-dichloro-phenyl)-2-phenyl-pyrimidine-5-carbonitrile (60 mg, 0.174 mmol) in THF (1 ml) and stirred for 2.5 h at r.t. Potassium-tert-butylate (20 mg, 0.174 mmol) was added, followed by a drop of Methyl iodide after 10 min. The mixture was stirred overnight, then ethanolamine (11 mg, 0.174 mmol) was added and the mixture was heated to 50° C. for 3 h. After cooling, t... Starting materials: CN(C)CC(=O)O, NCCOc1cccc2ncnc(Nc3ccc(OCc4ccccn4)c(Cl)c3)c12. The product is CN(C)CC(=O)NCCOc1cccc2ncnc(Nc3ccc(OCc4ccccn4)c(Cl)c3)c12. As a reaction SMILES: [CH3:1][N:2]([CH3:3])[CH2:4][C:5]([OH:6])=[O:7].[NH2:8][CH2:9][CH2:10][O:11][c:12]1[c:13]2[c:14]([NH:22][c:23]3[cH:24][c:25]([Cl:37])[c:26]([O:29][CH2:30][c:31]4[n:32][cH:33][cH:34][cH:35][cH:36]4)[cH:27][cH:28]3)[n:15][cH:16][n:17][c:18]2[cH:19][cH:20][cH:21]1>>[CH3:1][N:2]([CH3:3])[CH2:4][C:5](=[O:7])[NH:8][CH2:9][CH2:10][O:11][c:12]1[c:13]2[c:14]([NH:22][c:23]3[cH:24][c:25]([Cl:37])[c:26]([O:29][CH2:30][c:31]4[n:32][cH:33][cH:34][cH:35][cH:36]4)[cH:27][cH:28]3)[n:15][cH:16][n:17][c:18]2[cH:19][cH:20][cH:21]1. Starting materials: COc1ccc2c(c1)C(C)(C)CC2=O, [N-]=[N+]=[N-], [Na+], O, O=S(=O)(O)O, c1ccccc1. Product: COc1ccc2c(c1)C(C)(C)CNC2=O. Reaction SMILES: [CH3:1][O:2][c:3]1[cH:4][c:5]2[c:9]([cH:10][cH:11]1)[C:8](=[O:12])[CH2:7][C:6]2([CH3:13])[CH3:14].[N-:21]=[N+:22]=[N-:23].[Na+:20].[OH2:30].[S:15](=[O:16])(=[O:17])([OH:18])[OH:19].[cH:24]1[cH:25][cH:26][cH:27][cH:28][cH:29]1>>[CH3:1][O:2][c:3]1[cH:4][c:5]2[c:9]([cH:10][cH:11]1)[C:8](=[O:12])[NH:21][CH2:7][C:6]2([CH3:13])[CH3:14]. Starting materials: ClCC1=NC=2C=CC=CC2C=2N1C=NN2 (5-(chloromethyl)-1,2,4-triazolo[4,3-c]quinazoline), Cl (hydrochloric acid), O1CCOCC1 (dioxan), [OH-].[Na+] (sodium hydroxide). Run in CC(=O)C (acetone). Reaction conditions: temperature 5 celsius, time 17 hour. Yields the product N=1C=NN2CC(NC3=C(C21)C=CC=C3)=O (5H-[1,2,4]triazolo[1,5-d][1,4]benzodiazepin-6(7H)-one). Reaction SMILES: Cl[CH2:2][C:3]1[N:12]2[CH:13]=[N:14][N:15]=[C:11]2[C:10]2[CH:9]=[CH:8][CH:7]=[CH:6][C:5]=2[N:4]=1.[O:16]1CCOCC1.[OH-].[Na+].Cl>CC(C)=O>[N:12]1[CH:13]=[N:14][N:15]2[C:11]=1[C:10]1[CH:9]=[CH:8][CH:7]=[CH:6][C:5]=1[NH:4][C:3](=[O:16])[CH2:2]2 |f:2.3|. Procedure details: 4.1. 77 g of 5-(chloromethyl)-1,2,4-triazolo[4,3-c]quinazoline are suspended in 2.0 l of acetone (or dioxan) and cooled to 5° C. 410 ml of 1N sodium hydroxide solution are added in such a manner that the temperature rises to about 13° C. The mixture is stirred at room temperature for 17 h. The reaction mixture is then made slightly acidic (pH 6) with 3N hydrochloric acid and concentrated in a vacuum. The crystalline precipitate is filtered off, washed and dried. There are obtained 65 g of crude ... Starting materials: polyphosphoric acid, C(C)OC=C(C(=O)OCC)C(=O)[O-] (ethyl ethoxymethylenemalonate), ClC1=C2CCCNC2=CC(=C1)Cl (5,7-dichloro-1,2,3,4-tetrahydroquinoline), [OH-].[Na+] (sodium hydroxide), C(C)O (ethanol). Run in O (water). Conditions: temperature 140 celsius. Yields the product ClC1=CC(=C2C(C(=CN3CCCC1=C23)C(=O)O)=O)Cl (8,10-dichloro-6,7-dihydro-1-oxo-1H,5H-benzo[ij]quinolizine-2-carboxylic acid). Isolated yield 67.8%. RXN SMILES: C(O[CH:4]=[C:5]([C:11]([O-:13])=O)[C:6]([O:8]CC)=[O:7])C.[Cl:14][C:15]1[CH:24]=[C:23]([Cl:25])[CH:22]=[C:21]2[C:16]=1[CH2:17][CH2:18][CH2:19][NH:20]2.C(O)C.[OH-].[Na+]>O>[Cl:14][C:15]1[C:16]2=[C:21]3[N:20]([CH2:19][CH2:18][CH2:17]2)[CH:4]=[C:5]([C:6]([OH:8])=[O:7])[C:11](=[O:13])[C:22]3=[C:23]([Cl:25])[CH:24]=1 |f:3.4|. Procedure: 3.1 g of ethyl ethoxymethylenemalonate was added to 2.7 g of 5,7-dichloro-1,2,3,4-tetrahydroquinoline and the mixture was heated on an oil bath at 110° C. during which time distillation of ethanol was observed. After heating the mixture at the same temperature as above for 30 minutes, 30 g of polyphosphoric acid was added thereto followed by heating at 140° C. for 30 minutes. After completion of the reaction, the reaction mixture was poured into 100 ml of water and the resulting mixture was rend...